Task: describe an organic reaction: reactants, conditions, products, and yield. Dataset: the Open Reaction Database (ORD), a public repository of structured organic reaction records The reactants are CCOC(=O)OCC, CCOC(=O)Cc1cc(NCc2ccccn2)c2c(-c3ccccc3)csc2n1, C1CCOC1, [H-], [Na+], O. Product: CCOC(=O)C(C(=O)OCC)c1cc(NCc2ccccn2)c2c(-c3ccccc3)csc2n1. Reaction SMILES: [C:30]([O:31][CH2:32][CH3:33])([O:34][CH2:36][CH3:37])=[O:35].[CH2:1]([CH3:2])[O:3][C:4]([CH2:5][c:6]1[cH:7][c:8]([NH:21][CH2:22][c:23]2[n:24][cH:25][cH:26][cH:27][cH:28]2)[c:9]2[c:10]([n:11]1)[s:12][cH:13][c:14]2-[c:15]1[cH:16][cH:17][cH:18][cH:19][cH:20]1)=[O:29].[CH2:40]1[O:41][CH2:42][CH2:43][CH2:44]1.[H-:38].[Na+:39].[OH2:45]>>[CH2:1]([CH3:2])[O:3][C:4]([CH:5]([c:6]1[cH:7][c:8]([NH:21][CH2:22][c:23]2[n:24][cH:25][cH:26][cH:27][cH:28]2)[c:9]2[c:10]([n:11]1)[s:12][cH:13][c:14]2-[c:15]1[cH:16][cH:17][cH:18][cH:19][cH:20]1)[C:30]([O:31][CH2:32][CH3:33])=[O:34])=[O:29]. Starting materials: CC(C)(C)OC(=O)N1CC2CN(c3cncc(C(=O)Nc4ccc(Cl)cc4)n3)CC2C1, ClCCl, O=C(O)C(F)(F)F. The product is O=C(Nc1ccc(Cl)cc1)c1cncc(N2CC3CNCC3C2)n1, O=C(O)C(F)(F)F. Reaction SMILES: [Cl:1][c:2]1[cH:3][cH:4][c:5]([NH:8][C:9](=[O:10])[c:11]2[cH:12][n:13][cH:14][c:15]([N:17]3[CH2:18][CH:19]4[CH:20]([CH2:21]3)[CH2:22][N:23]([C:25]([O:26][C:27]([CH3:28])([CH3:29])[CH3:30])=[O:31])[CH2:24]4)[n:16]2)[cH:6][cH:7]1.[Cl:39][CH2:40][Cl:41].[F:32][C:33]([C:34](=[O:35])[OH:36])([F:37])[F:38]>>[Cl:1][c:2]1[cH:3][cH:4][c:5]([NH:8][C:9](=[O:10])[c:11]2[cH:12][n:13][cH:14][c:15]([N:17]3[CH2:18][CH:19]4[CH:20]([CH2:21]3)[CH2:22][NH:23][CH2:24]4)[n:16]2)[cH:6][cH:7]1.[F:32][C:33]([C:34](=[O:35])[OH:36])([F:37])[F:38]. Starting materials: ClCCN1S(N(CC2=C1C=CC(=C2)SC)C(C)C)(=O)=O (1-(2-chloroethyl)-3,4-dihydro-3-(1-methylethyl)-6-methylthio-1H-2,1,3-benzothiadiazine-2,2-dioxide), CC(C)N1S(N(C2=C(C1)C=C(C=C2)SC)CC=C)(=O)=O (3,4-Dihydro-3-(1-methylethyl)-6-methylthio-1-(prop-2-en-1-yl)-1H-2,1,3-benzothiadiazine-2,2-dioxide), [OH-].[Na+] (sodium hydroxide), ClC1=CC(=CC=C1)C(=O)OO (m-chloroperbenzoic acid). The solvent is C(Cl)(Cl)Cl (chloroform), O (water). Reaction conditions: time 15 minute. The product is ClCCN1S(N(CC2=C1C=CC(=C2)S(=O)(=O)C)C(C)C)(=O)=O (1-(2-Chloroethyl)-3,4-dihydro-3-(1-methylethyl)-6-methysulfonyl-1H-2,1,3-benzothiadiazine-2,2-dioxide). Reaction SMILES: CC(N1CC2C=C(SC)C=CC=2N(CC=C)S1(=O)=[O:19])C.[Cl:21][CH2:22][CH2:23][N:24]1[C:29]2[CH:30]=[CH:31][C:32]([S:34][CH3:35])=[CH:33][C:28]=2[CH2:27][N:26]([CH:36]([CH3:38])[CH3:37])[S:25]1(=[O:40])=[O:39].ClC1C=CC=C(C(OO)=O)C=1.[OH-:52].[Na+]>O.C(Cl)(Cl)Cl>[Cl:21][CH2:22][CH2:23][N:24]1[C:29]2[CH:30]=[CH:31][C:32]([S:34]([CH3:35])(=[O:19])=[O:52])=[CH:33][C:28]=2[CH2:27][N:26]([CH:36]([CH3:38])[CH3:37])[S:25]1(=[O:40])=[O:39] |f:3.4|. Reported procedure: A 500 mL 3 necked flask equipped thermometer, pressure equalized dropping funnel, nitrogen bubbler and magnetic stirrer bar was charged with 1-(2-chloroethyl)-3,4-dihydro-3-(1-methylethyl)-6-methylthio-1H-2,1,3-benzothiadiazine-2,2-dioxide (10.0 g, 0.0299 mol) and chloroform (200 ml). To this solution was added in one portion m-chloroperbenzoic acid (20.6 g , ˜4 equivalents, nominal purity 56-86%), this resulted in an exotherm which raised the temperature from 20° C. to 50° C. This solution was ... RXN SMILES: [CH3:1][N:2]1[C:14]2[CH2:13][CH2:12][CH2:11][C:10](=[O:15])[C:9]=2[C:8]2[C:3]1=[CH:4][CH:5]=[CH:6][CH:7]=2.[CH2:16]=O.Cl>CN(C=O)C>[CH3:1][N:2]1[C:14]2[CH2:13][CH2:12][C:11](=[CH2:16])[C:10](=[O:15])[C:9]=2[C:8]2[C:3]1=[CH:4][CH:5]=[CH:6][CH:7]=2. Yields the product CN1C2=CC=CC=C2C=2C(C(CCC12)=C)=O (1,2,3,9-tetrahydro-9-methyl-3-methylene-4H-carbazol-4-one). Run in CN(C)C=O (DMF). Procedure: Accordingly, 1,2,3,9-tetrahydro-9-methyl-3-methylene-4H-carbazol-4-one was synthesized from 1,2,3,9-tetrahydro-9-methyl-4H-carbazol-4-one using a formaldehyde reagent (paraformaldehyde), a mineral acid (HCl), and an ammonium salt (ammonium chloride) in an aprotic solvent (DMF). The ammonium salt appears to have had a positive impact on the rate of the reaction. The reactants are ammonium salt, CN1C2=CC=CC=C2C=2C(CCCC12)=O (1,2,3,9-tetrahydro-9-methyl-4H-carbazol-4-one), C=O (formaldehyde), ammonium salt, Cl (HCl). The reactants are C(CC)OC1=CC=C(C=C1)C=CCCCCC(=O)O (7-(p-propoxyphenyl)-6-heptenoic acid). The reagents and catalysts are [Pd] (Pd/C). Product: C(CC)OC1=CC=C(C=C1)CCCCCCC(=O)O (7(p-Propoxyphenyl)heptanoic acid). Yield: 93.1%. RXN SMILES: [CH2:1]([O:4][C:5]1[CH:10]=[CH:9][C:8]([CH:11]=[CH:12][CH2:13][CH2:14][CH2:15][CH2:16][C:17]([OH:19])=[O:18])=[CH:7][CH:6]=1)[CH2:2][CH3:3]>[Pd]>[CH2:1]([O:4][C:5]1[CH:10]=[CH:9][C:8]([CH2:11][CH2:12][CH2:13][CH2:14][CH2:15][CH2:16][C:17]([OH:19])=[O:18])=[CH:7][CH:6]=1)[CH2:2][CH3:3]. Reported procedure: This compound was synthesized from 7-(p-propoxyphenyl)-6-heptenoic acid (1.31 g, 5 mmol) by hydrogenation reaction using Pd/C (130 mg). Crystallization (petroleum ether) afforded the product (1.23 g, 93%) as white crystals (mp: 49-50° C.). IR: 3450-2550, 1725 cm-1 ; 1H-NMR: 1.00 (t, 3H), 1.37 (m, 4H), 1.60 (m, 4H), 1.79 (m, 2H), 2.36 (t, 2H), 2.53 (t, 2H), 3.87 (t, 2H), 6.95 (q, 4H), 9.80 (bs, 1H). Anal. Calcd. for C16H24O3 : C, 72.69, H, 9.15%; Found: C, 72.79, H, 9.16%.